From a dataset of the Open Reaction Database (ORD), a public repository of structured organic reaction records. describe an organic reaction: reactants, conditions, products, and yield The reactants are COC(CC(C1=CC=CC=C1)C1=CC(=C(C=C1)OC)S(=O)(=O)O)=O (3-(4-methoxy-3-sulfo-phenyl)-3-phenyl-propionic acid methyl ester), O=P(Cl)(Cl)Cl (POCl3), N1=CC=CC=C1 (pyridine), O (water). Solvent: CN1C(N(CC1)C)=O (1,3-dimethyl-2-imidazolidinone). Run at time 1 hour. Yields the product COC(CC(C1=CC=CC=C1)C1=CC(=C(C=C1)OC)S(=O)(=O)Cl)=O (3-(3-Chlorosulfonyl-4-methoxy-phenyl)-3-phenyl-propionic acid methyl ester). RXN SMILES: [CH3:1][O:2][C:3](=[O:24])[CH2:4][CH:5]([C:12]1[CH:17]=[CH:16][C:15]([O:18][CH3:19])=[C:14]([S:20](O)(=[O:22])=[O:21])[CH:13]=1)[C:6]1[CH:11]=[CH:10][CH:9]=[CH:8][CH:7]=1.O=P(Cl)(Cl)[Cl:27].N1C=CC=CC=1.O>CN1CCN(C)C1=O>[CH3:1][O:2][C:3](=[O:24])[CH2:4][CH:5]([C:12]1[CH:17]=[CH:16][C:15]([O:18][CH3:19])=[C:14]([S:20]([Cl:27])(=[O:22])=[O:21])[CH:13]=1)[C:6]1[CH:11]=[CH:10][CH:9]=[CH:8][CH:7]=1. Procedure: To a solution of 3-(4-methoxy-3-sulfo-phenyl)-3-phenyl-propionic acid methyl ester (850 mg, 2.43 mmol) in 1,3-dimethyl-2-imidazolidinone (25 mL) is added POCl3 (0.57 ml, 6.06 mmol) and pyridine (0.33 mL, 4.13 mmol). The reaction mixture is stirred at RT for 1 h. After this time, water (50 mL) is added and the reaction mixture is extracted with DCM (3×50 mL). The combined organic phases are washed with brine (30 mL) then dried over MgSO4, filtered and concentrated in vacuo to afford the title com... The reactants are [C@@H]1([C@@H](CCCC1)N)N ((1R,2R)-(-)-1,2-cyclohexanediamine), O (H2O), OC(C(C1=CC=CC=C1)=NO)C1=CC=CC=C1 (1-hydroxy-2-hydroxyimino-1,2-diphenylethane). The solvent is C1=CC=CC=C1 (benzene). The product is [C@@H]1([C@@H](CCCC1)N)N.O[C@@H](/C(/C1=CC=CC=C1)=N/O)C1=CC=CC=C1 ((1R,2R)-(-)-1,2-cyclohexanediamine·(R)-(-)-(E)-1-hydroxy-2-hydroxyimino-1,2-diphenylethane). As a reaction SMILES: [C@@H:1]1([NH2:8])[CH2:6][CH2:5][CH2:4][CH2:3][C@H:2]1[NH2:7].O.[OH:10][CH:11]([C:21]1[CH:26]=[CH:25][CH:24]=[CH:23][CH:22]=1)[C:12](=[N:19][OH:20])[C:13]1[CH:18]=[CH:17][CH:16]=[CH:15][CH:14]=1>C1C=CC=CC=1>[C@@H:1]1([NH2:8])[CH2:6][CH2:5][CH2:4][CH2:3][C@H:2]1[NH2:7].[OH:10][C@H:11]([C:21]1[CH:26]=[CH:25][CH:24]=[CH:23][CH:22]=1)/[C:12](=[N:19]/[OH:20])/[C:13]1[CH:18]=[CH:17][CH:16]=[CH:15][CH:14]=1 |f:4.5|. Procedure: 2.00 g (17.5 mmol) of (1R,2R)-(-)-1,2-cyclohexanediamine of α!D20 =-36.7° (c 4.14, H2O) and 4.00 g (17.6 mmol) of dl-1-hydroxy-2-hydroxyimino-1,2-diphenylethane were added to 10 ml of benzene and then heated and stirred, and the solution was cooled to room temperature. Afterward, the precipitated crystals were collected by filtration and then recrystallized from 30 ml of benzene twice to obtain 2.30 g of (1R,2R)-(-)-1,2-cyclohexanediamine·(R)-(-)-(E)-1-hydroxy-2-hydroxyimino-1,2-diphenylethane. ... Starting materials: FC=1C=CC(=C2CC[C@H](C12)OC1=CC2=C([C@@H](CO2)CC(=O)OC)C=C1)C1=C(C=C(C=C1C)O)C (Methyl 2-((S)-6-((R)-7-fluoro-4-(4-hydroxy-2,6-dimethylphenyl)-2,3-dihydro-1H-inden-1-yloxy)-2,3-dihydrobenzofuran-3-yl)acetate), C([O-])([O-])=O.[K+].[K+] (potassium carbonate), FC=1C=CC(=C2CC[C@H](C12)OC1=CC2=C([C@@H](CO2)CC(=O)OC)C=C1)C1=C(C=C(C=C1C)O)C (Methyl 2-((S)-6-((R)-7-fluoro-4-(4-hydroxy-2,6-dimethylphenyl)-2,3-dihydro-1H-inden-1-yloxy)-2,3-dihydrobenzofuran-3-yl)acetate), ClCC1=CC(N(C=C1)C)=O (4-(chloromethyl)-1-methylpyridin-2(1H)-one). Run in CN(C=O)C (dimethylformamide). Conditions: temperature 60 celsius, time 24 hour. The product is CC1=C(C(=CC(=C1)OCC1=CC(N(C=C1)C)=O)C)C1=C2CC[C@H](C2=C(C=C1)F)OC1=CC2=C([C@@H](CO2)CC(=O)OC)C=C1 (Methyl 2-((S)-6-((R)-4-(2,6-dimethyl-4-((1-methyl-2-oxo-1,2-dihydropyridin-4-yl)methoxy)phenyl)-7-fluoro-2,3-dihydro-1H-inden-1-yloxy)-2,3-dihydrobenzofuran-3-yl)acetate). RXN SMILES: [F:1][C:2]1[CH:3]=[CH:4][C:5]([C:26]2[C:31]([CH3:32])=[CH:30][C:29]([OH:33])=[CH:28][C:27]=2[CH3:34])=[C:6]2[C:10]=1[C@H:9]([O:11][C:12]1[CH:25]=[CH:24][C:15]3[C@H:16]([CH2:19][C:20]([O:22][CH3:23])=[O:21])[CH2:17][O:18][C:14]=3[CH:13]=1)[CH2:8][CH2:7]2.Cl[CH2:36][C:37]1[CH:42]=[CH:41][N:40]([CH3:43])[C:39](=[O:44])[CH:38]=1.C(=O)([O-])[O-].[K+].[K+]>CN(C)C=O>[CH3:34][C:27]1[CH:28]=[C:29]([O:33][CH2:36][C:37]2[CH:42]=[CH:41][N:40]([CH3:43])[C:39](=[O:44])[CH:38]=2)[CH:30]=[C:31]([CH3:32])[C:26]=1[C:5]1[CH:4]=[CH:3][C:2]([F:1])=[C:10]2[C:6]=1[CH2:7][CH2:8][C@H:9]2[O:11][C:12]1[CH:25]=[CH:24][C:15]2[C@H:16]([CH2:19][C:20]([O:22][CH3:23])=[O:21])[CH2:17][O:18][C:14]=2[CH:13]=1 |f:2.3.4|. Procedure details: Methyl 2-((S)-6-((R)-7-fluoro-4-(4-hydroxy-2,6-dimethylphenyl)-2,3-dihydro-1H-inden-1-yloxy)-2,3-dihydrobenzofuran-3-yl)acetate (Intermediate 28-29) (46.3 mg) and 4-(chloromethyl)-1-methylpyridin-2(1H)-one (47.3 mg) were suspended in dimethylformamide (1.8 mL) and potassium carbonate (62 mg) was added. The reaction mixture was shaken for 24 h at 60° C. and than directly chromatographed by HPLC on reversed phase. The product fractions are collected and lyophilized to give the title compound. Yiel... Starting materials: C1(C=2C(C(N1C1C(N(C1)C(C1=CC=CC=C1)C(=O)OC)=O)=O)=CC=CC2)=O (3-Phthalimido-1-(α-methoxycarbonylbenzyl)-2-azetidinone), CN(CCCN)C (N,N-dimethyl-1,3-propanediamine), CO (methanol). Solvent: C(Cl)(Cl)Cl (chloroform). Conditions: time 18 hour. Yields the product NC1C(N(C1)C(C1=CC=CC=C1)C(=O)OC)=O (3-amino-1-(α-methoxycarbonylbenzyl)-2-azetidinone). Isolated yield 56.2%. Reaction SMILES: C1(=O)[N:5]([CH:6]2[CH2:9][N:8]([CH:10]([C:17]([O:19][CH3:20])=[O:18])[C:11]3[CH:16]=[CH:15][CH:14]=[CH:13][CH:12]=3)[C:7]2=[O:21])C(=O)C2=CC=CC=C12.CN(C)CCCN.CO>C(Cl)(Cl)Cl>[NH2:5][CH:6]1[CH2:9][N:8]([CH:10]([C:17]([O:19][CH3:20])=[O:18])[C:11]2[CH:16]=[CH:15][CH:14]=[CH:13][CH:12]=2)[C:7]1=[O:21]. Reported procedure: 3-Phthalimido-1-(α-methoxycarbonylbenzyl)-2-azetidinone (0.36 g.) and N,N-dimethyl-1,3-propanediamine (0.22 g.) were added to a mixture of methanol (5 ml.) and chloroform (5 ml.), whereafter the mixture was stirred at ambient temperature for 18 hours. The reaction mixture was evaporated to dryness under reduced pressure, and ethyl acetate (20 ml.) and water were poured into the residue obtained. The ethyl acetate layer was separated out from the mixture and the remaining aqueous layer was furthe... Reactants: prisms, ClC1=C2N=CN(C2=NC=N1)CC1=C(C=CC=C1Cl)Cl (6-Chloro-9-(2,6-dichlorobenzyl)purine), C(C=C)N (allylamine). Run in CO (methanol). The product is C(C=C)NC1=C2N=CN(C2=NC=N1)CC1=C(C=CC=C1Cl)Cl (6-allylamino-9-(2,6-dichlorobenzyl)purine). Yield: 81.0%. Reaction SMILES: Cl[C:2]1[N:10]=[CH:9][N:8]=[C:7]2[C:3]=1[N:4]=[CH:5][N:6]2[CH2:11][C:12]1[C:17]([Cl:18])=[CH:16][CH:15]=[CH:14][C:13]=1[Cl:19].[CH2:20]([NH2:23])[CH:21]=[CH2:22]>CO>[CH2:20]([NH:23][C:2]1[N:10]=[CH:9][N:8]=[C:7]2[C:3]=1[N:4]=[CH:5][N:6]2[CH2:11][C:12]1[C:17]([Cl:18])=[CH:16][CH:15]=[CH:14][C:13]=1[Cl:19])[CH:21]=[CH2:22]. Reported procedure: 6-Chloro-9-(2,6-dichlorobenzyl)purine (314 mg), 286 mg of allylamine and 25 ml of methanol were treated in the same manner as Example 2, whereby 271 mg (yield 81%) of 6-allylamino-9-(2,6-dichlorobenzyl)purine was obtained as colorless prisms melting at 202.5°-204° C. The reactants are ClC=1C(=NC(=CC1)Cl)C(=O)O (3,6 Dichloropyridine-2-carboxylic acid), N1CCOCC1 (morpholine), N1CCOCC1 (morpholine). Solvent: CC(=O)N(C)C (DMA), CN(C(C)=O)C (N,N dimethylacetamide). Conditions: temperature 80 celsius, time 24 hour. The product is ClC=1C(=NC(=CC1)N1CCOCC1)C(=O)O (3-chloro-6-morpholinyl-2-pyridine carboxylic acid). The yield is 53.0%. As a reaction SMILES: [Cl:1][C:2]1[C:3]([C:9]([OH:11])=[O:10])=[N:4][C:5](Cl)=[CH:6][CH:7]=1.[NH:12]1[CH2:17][CH2:16][O:15][CH2:14][CH2:13]1>CC(N(C)C)=O>[Cl:1][C:2]1[C:3]([C:9]([OH:11])=[O:10])=[N:4][C:5]([N:12]2[CH2:17][CH2:16][O:15][CH2:14][CH2:13]2)=[CH:6][CH:7]=1. Procedure: 3,6 Dichloropyridine-2-carboxylic acid (0.55 g, 2.86 mmol), morpholine (1.37 g, 15.7 mmol) and N,N dimethylacetamide (1.37 mL) were combined and stirred for 24 h at 80° C. An additional volume of morpholine (1.39 g, 15.7 mmol) was added and heating continued for 40 hours more. After cooling the DMA was removed in the presence of toluene. The residue was dissolved in water and extracted with ether to remove excess morpholine. The aqueous was acidified to pH=2 and the product extracted into ether.... Starting materials: CC(C)(C)OC(=O)N1CCc2nc(N)ncc2C1, [Cl-], O=C(O)c1cccc(Cl)c1, ClCCl, [Na+], [OH-], c1ccncc1. Yields the product CC(C)(C)OC(=O)N1CCc2nc(NC(=O)c3cccc(Cl)c3)ncc2C1. Reaction SMILES: [C:1]([CH3:2])([CH3:3])([CH3:4])[O:5][C:6](=[O:7])[N:8]1[CH2:9][c:10]2[c:11]([n:12][c:13]([NH2:16])[n:14][cH:15]2)[CH2:17][CH2:18]1.[Cl-:19].[Cl:20][c:21]1[cH:22][c:23]([C:24](=[O:25])[OH:26])[cH:27][cH:28][cH:29]1.[Cl:32][CH2:33][Cl:34].[Na+:31].[OH-:30].[cH:35]1[cH:36][cH:37][n:38][cH:39][cH:40]1>>[C:1]([CH3:2])([CH3:3])([CH3:4])[O:5][C:6](=[O:7])[N:8]1[CH2:9][c:10]2[c:11]([n:12][c:13]([NH:16][C:24]([c:23]3[cH:22][c:21]([Cl:20])[cH:29][cH:28][cH:27]3)=[O:25])[n:14][cH:15]2)[CH2:17][CH2:18]1. Reactants: C1CCOC1, C=Cc1c(N)nc(-c2ccc(Cl)c(OC)c2F)nc1C(=O)OC, [O-][I+3]([O-])([O-])[O-], [Na+], O. The product is COC(=O)c1nc(-c2ccc(Cl)c(OC)c2F)nc(N)c1C=O. Reaction SMILES: [CH2:30]1[O:31][CH2:32][CH2:33][CH2:34]1.[CH3:1][O:2][C:3](=[O:4])[c:5]1[n:6][c:7](-[c:14]2[c:15]([F:23])[c:16]([O:21][CH3:22])[c:17]([Cl:20])[cH:18][cH:19]2)[n:8][c:9]([NH2:13])[c:10]1[CH:11]=[CH2:12].[I+3:24]([O-:25])([O-:26])([O-:27])[O-:28].[Na+:29].[OH2:35]>>[CH3:1][O:2][C:3](=[O:4])[c:5]1[n:6][c:7](-[c:14]2[c:15]([F:23])[c:16]([O:21][CH3:22])[c:17]([Cl:20])[cH:18][cH:19]2)[n:8][c:9]([NH2:13])[c:10]1[CH:11]=[O:25]. Starting materials: Hastelloy, [F-].[Cs+] (CsF), [F-].[K+] (KF), C(C(F)(F)F)Cl (HCFC-133a). Reaction conditions: temperature 300 celsius. The product is C(=C(F)F)Cl (HCFC-1122), C(C(F)(F)F)Cl (HCFC-133a). Reaction SMILES: [F-].[Cs+].[F-].[K+].[CH2:5]([Cl:10])[C:6]([F:9])([F:8])[F:7]>>[CH:5]([Cl:10])=[C:6]([F:8])[F:7].[CH2:5]([Cl:10])[C:6]([F:9])([F:8])[F:7] |f:0.1,2.3|. Procedure details: To a 600 cc "Hastelloy" C Parr autoclave was added 607.6 gm (4 mole) CsF, 58.1 gm (1 mole) KF and 80 gm (4 mole) HF. The reactor was then warmed to 300° C. with a back pressure regulator set at 300 psig. Liquid HCFC-133a was then continuously fed to the agitated molten mixture at a constant rate of 0.0192 mole per minute by means of a high pressure liquid chromatography (HPLC) pump. Gas samples were then collected continuously as pressure greater than 300 psig was vented by the back pressure reg... The reactants are C(C)(C)(C)OC(=O)N1C[C@H](CCC1)CO ({(3S)-1-(tert-butoxycarbonyl)-3-piperidyl}methanol), CS(=O)(=O)Cl (methanesulfonyl chloride). Run in C(Cl)(Cl)Cl (chloroform), C(C)N(CC)CC (triethylamine). Reaction conditions: time 1.5 hour. Product: CS(=O)(=O)OC[C@@H]1CN(CCC1)C(=O)OC(C)(C)C ({(3S)-1-(tert-butoxycarbonyl)-3-piperidyl}methyl methanesulfonate). RXN SMILES: [C:1]([O:5][C:6]([N:8]1[CH2:13][CH2:12][CH2:11][C@H:10]([CH2:14][OH:15])[CH2:9]1)=[O:7])([CH3:4])([CH3:3])[CH3:2].[CH3:16][S:17](Cl)(=[O:19])=[O:18]>C(Cl)(Cl)Cl.C(N(CC)CC)C>[CH3:16][S:17]([O:15][CH2:14][C@H:10]1[CH2:11][CH2:12][CH2:13][N:8]([C:6]([O:5][C:1]([CH3:4])([CH3:3])[CH3:2])=[O:7])[CH2:9]1)(=[O:19])=[O:18]. Procedure: To a solution of 7.96 g of {(3S)-1-(tert-butoxycarbonyl)-3-piperidyl}methanol in 150 ml of chloroform, 3.4 ml of methanesulfonyl chloride and 6.7 ml of triethylamine were added under cooling with ice, followed by an hour's stirring at room temperature. The reaction liquid was distilled off under reduced pressure, diluted with ethyl acetate and saturated aqueous sodium bicarbonate solution was added, followed by 1.5 hours' stirring. Thereafter the reaction liquid was successively washed with wate...